From a dataset of the Open Reaction Database (ORD), a public repository of structured organic reaction records. describe an organic reaction: reactants, conditions, products, and yield The reactants are COC(=O)C1=CC2=C(N=CN2CC(C)C)C(=C1)C1=NC=C(C=C1)C (3-isobutyl-7-(5-methyl-pyridin-2-yl)-3H-benzoimidazole-5-carboxylic acid methyl ester), Cl (HCl), [Li+].[OH-] (LiOH). Solvent: CO (methanol), O (water). Run at time 8 hour. Product: C(C(C)C)N1C=NC2=C1C=C(C=C2C2=NC=C(C=C2)C)C(=O)O (3-isobutyl-7-(5-methyl-pyridin-2-yl)-3H-benzoimidazole-5-carboxylic acid). Isolated yield 83.3%. As a reaction SMILES: C[O:2][C:3]([C:5]1[CH:17]=[C:16]([C:18]2[CH:23]=[CH:22][C:21]([CH3:24])=[CH:20][N:19]=2)[C:8]2[N:9]=[CH:10][N:11]([CH2:12][CH:13]([CH3:15])[CH3:14])[C:7]=2[CH:6]=1)=[O:4].[Li+].[OH-].Cl>CO.O>[CH2:12]([N:11]1[C:7]2[CH:6]=[C:5]([C:3]([OH:4])=[O:2])[CH:17]=[C:16]([C:18]3[CH:23]=[CH:22][C:21]([CH3:24])=[CH:20][N:19]=3)[C:8]=2[N:9]=[CH:10]1)[CH:13]([CH3:15])[CH3:14] |f:1.2|. Reported procedure: 3-isobutyl-7-(5-methyl-pyridin-2-yl)-3H-benzoimidazole-5-carboxylic acid methyl ester 207 mg, 0.64 mmol) was suspended in a mixture of methanol (10 mL) and water (2 mL). To this suspension was added LiOH (46 mg, 1.92 mmol). The mixture was stirred overnight at room temperature, then made acidic by addition of 1N aqueous HCl, and concentrated to dryness under reduced pressure. The residue was re-dissolved in methanol, filtered to remove insolubles, and the filtrate was concentrated under reduced ... Starting materials: CC1=C(C=C(C=C1)C=1OC(=NN1)C)C1=CC=C(C=C1)C(=O)O (2′-methyl-5′-(5-methyl-1,3,4-oxadiazol-2-yl)-1,1 ′-biphenyl-4-carboxylic acid), C(C)(C)(C)OC(=O)NCC=1C=C(N)C=CC1 (3-[(t-butoxycarbonylamino)-methyl]aniline). Yields the product C(C)(C)(C)OC(=O)NCC=1C=C(C=CC1)NC(=O)C1=CC=C(C=C1)C1=C(C=CC(=C1)C=1OC(=NN1)C)C (N-{3-[(t-Butoxycarbonylamino)methyl]phenyl}2′-methyl-5′-(5-methyl-1,3,4-oxadiazol-2-yl)-1,1′-biphenyl-4-carboxamide). RXN SMILES: [CH3:1][C:2]1[CH:7]=[CH:6][C:5]([C:8]2[O:9][C:10]([CH3:13])=[N:11][N:12]=2)=[CH:4][C:3]=1[C:14]1[CH:19]=[CH:18][C:17]([C:20]([OH:22])=O)=[CH:16][CH:15]=1.[C:23]([O:27][C:28]([NH:30][CH2:31][C:32]1[CH:33]=[C:34]([CH:36]=[CH:37][CH:38]=1)[NH2:35])=[O:29])([CH3:26])([CH3:25])[CH3:24]>>[C:23]([O:27][C:28]([NH:30][CH2:31][C:32]1[CH:33]=[C:34]([NH:35][C:20]([C:17]2[CH:16]=[CH:15][C:14]([C:3]3[CH:4]=[C:5]([C:8]4[O:9][C:10]([CH3:13])=[N:11][N:12]=4)[CH:6]=[CH:7][C:2]=3[CH3:1])=[CH:19][CH:18]=2)=[O:22])[CH:36]=[CH:37][CH:38]=1)=[O:29])([CH3:26])([CH3:24])[CH3:25]. Reported procedure: N-{3-[(t-Butoxycarbonylamino)methyl]phenyl}2′-methyl-5′-(5-methyl-1,3,4-oxadiazol-2-yl)-1,1′-biphenyl-4-carboxamide was prepared from 2′-methyl-5′-(5-methyl-1,3,4-oxadiazol-2-yl)-1,1 ′-biphenyl-4-carboxylic acid and 3-[(t-butoxycarbonylamino)-methyl]aniline using method J. NMR; δH [2H6]—DMSO 10.34,(1H, b), 8.06,(2H, d), 7.91,(1H, dd), 7.79,(1H, d), 7.70,(1H, s), 7.66,(1H, d), 7.59-7.56,(3H, m), 7.41,(1H, t), 7.29,(1H, t), 6.98,(1H, d), 4.14,(2H, d), 2.57,(3H, s), 2.34,(3H, s), 1.40,(9H, s). LCMS... The reactants are Cl, NC1C2CC3CC1CN(C3)C2, O=C(O)c1ccc(-c2ccccn2)s1. Product: Cl, O=C(NC1C2CC3CC1CN(C3)C2)c1ccc(-c2ccccn2)s1. As a reaction SMILES: [ClH:1].[N:2]12[CH2:3][CH:4]3[CH:5]([NH2:12])[CH:6]([CH2:7][CH:8]([CH2:9]1)[CH2:10]3)[CH2:11]2.[n:13]1[c:14](-[c:19]2[cH:20][cH:21][c:22]([C:24](=[O:25])[OH:26])[s:23]2)[cH:15][cH:16][cH:17][cH:18]1>>[ClH:1].[N:2]12[CH2:3][CH:4]3[CH:5]([NH:12][C:24]([c:22]4[cH:21][cH:20][c:19](-[c:14]5[n:13][cH:18][cH:17][cH:16][cH:15]5)[s:23]4)=[O:25])[CH:6]([CH2:7][CH:8]([CH2:9]1)[CH2:10]3)[CH2:11]2.